From a dataset of the Open Reaction Database (ORD), a public repository of structured organic reaction records. describe an organic reaction: reactants, conditions, products, and yield Reactants: BrC=1C=C2C(=NC1)NC=C2 (5-bromo-1H-pyrrolo[2,3-b]pyridine), C(C)(C)(C)OC(N(CC=1C=NC(=CC1)OC)C1=NC=C(C=C1)C=O)=O ((5-formyl-pyridin-2-yl)-(6-methoxy-pyridin-3-ylmethyl)-carbamic acid tert-butyl ester), [OH-].[K+] (potassium hydroxide), CO (methanol), O (water). Reaction conditions: time 8 hour. Yields the product C(C)(C)(C)OC(N(CC=1C=NC(=CC1)OC)C1=NC=C(C=C1)C(OC)C1=CNC2=NC=C(C=C21)Br)=O ({5-[(5-bromo-1H-pyrrolo[2,3-b]pyridin-3-yl)-methoxy-methyl]-pyridin-2-yl}-(6-methoxy-pyridin-3-ylmethyl)-carbamic acid tert-butyl ester). As a reaction SMILES: [Br:1][C:2]1[CH:3]=[C:4]2[CH:10]=[CH:9][NH:8][C:5]2=[N:6][CH:7]=1.[C:11]([O:15][C:16](=[O:35])[N:17]([C:27]1[CH:32]=[CH:31][C:30]([CH:33]=[O:34])=[CH:29][N:28]=1)[CH2:18][C:19]1[CH:20]=[N:21][C:22]([O:25][CH3:26])=[CH:23][CH:24]=1)([CH3:14])([CH3:13])[CH3:12].[OH-].[K+].O.[CH3:39]O>>[C:11]([O:15][C:16](=[O:35])[N:17]([C:27]1[CH:32]=[CH:31][C:30]([CH:33]([C:10]2[C:4]3[C:5](=[N:6][CH:7]=[C:2]([Br:1])[CH:3]=3)[NH:8][CH:9]=2)[O:34][CH3:39])=[CH:29][N:28]=1)[CH2:18][C:19]1[CH:20]=[N:21][C:22]([O:25][CH3:26])=[CH:23][CH:24]=1)([CH3:14])([CH3:12])[CH3:13] |f:2.3|. Procedure details: To 5-bromo-1H-pyrrolo[2,3-b]pyridine (152, 0.622 g, 3.16 mmol) in 50.0 mL of methanol under nitrogen, (5-formyl-pyridin-2-yl)-(6-methoxy-pyridin-3-ylmethyl)-carbamic acid tert-butyl ester (153, 1.05 g, 3.06 mmol) and potassium hydroxide (1.50 g, 26.7 mmol) were added and the reaction stirred at room temperature overnight. The reaction was poured into water, extracted with ethyl acetate, the organic layer dried over sodium sulfate, filtered and the filtrate concentrated under vacuum. The resultin... Starting materials: OC[C@@H]1N(CC[C@H]1C=1C(=CC(=C2C(C=C(OC12)C1=CC=CC=C1)=O)OC)OC)C ((+)-trans-8-(2-Hydroxymethyl-1-methyl-pyrrolidin-3-yl)-5,7-dimethoxy-2-phenyl-chromen-4-one), Cl.N1=CC=CC=C1 (pyridine hydrochloride). The product is OC1=C2C(C=C(OC2=C(C(=C1)O)[C@H]1[C@@H](N(CC1)C)CO)C1=CC=CC=C1)=O ((+)-trans-5,7-Dihydroxy-8-(2-hydroxymethyl-1-methyl-pyrrolidin-3-yl)-2-phenyl-chromen-4-one). Reaction SMILES: [OH:1][CH2:2][C@H:3]1[C@H:7]([C:8]2[C:9]([O:27]C)=[CH:10][C:11]([O:25]C)=[C:12]3[C:17]=2[O:16][C:15]([C:18]2[CH:23]=[CH:22][CH:21]=[CH:20][CH:19]=2)=[CH:14][C:13]3=[O:24])[CH2:6][CH2:5][N:4]1[CH3:29].Cl.N1C=CC=CC=1>>[OH:25][C:11]1[CH:10]=[C:9]([OH:27])[C:8]([C@@H:7]2[CH2:6][CH2:5][N:4]([CH3:29])[C@H:3]2[CH2:2][OH:1])=[C:17]2[C:12]=1[C:13](=[O:24])[CH:14]=[C:15]([C:18]1[CH:19]=[CH:20][CH:21]=[CH:22][CH:23]=1)[O:16]2 |f:1.2|. Reported procedure: Compound of example 56 (0.5 g, 1.27 mmol) was treated with dry pyridine hydrochloride (5 g, 43.29 mmol) as described in the example 17, to obtain the title compound. The reactants are CN1C(C2=C(C(=C1)C1=C(C=CC(=C1)[N+](=O)[O-])OC1COCC1)C=CN2)=O (6-methyl-4-(5-nitro-2-(tetrahydrofuran-3-yloxy)phenyl)-1H-pyrrolo[2,3-c]pyridin-7(6H)-one), CN1C(C2=C(C(=C1)C1=C(C=CC(=C1)[N+](=O)[O-])OC1CCOCC1)C=CN2)=O (6-methyl-4-(5-nitro-2-(tetrahydro-2H-pyran-4-yloxy)phenyl)-1H-pyrrolo[2,3-c]pyridin-7(6H)-one). Yields the product NC=1C=CC(=C(C1)C=1C2=C(C(N(C1)C)=O)NC=C2)OC2COCC2 (4-(5-amino-2-(tetrahydrofuran-3-yloxy)phenyl)-6-methyl-1H-pyrrolo[2,3-c]pyridin-7(6H)-one). RXN SMILES: [CH3:1][N:2]1[CH:7]=[C:6]([C:8]2[CH:13]=[C:12]([N+:14]([O-])=O)[CH:11]=[CH:10][C:9]=2[O:17][CH:18]2[CH2:22][CH2:21][O:20][CH2:19]2)[C:5]2[CH:23]=[CH:24][NH:25][C:4]=2[C:3]1=[O:26].CN1C=C(C2C=C([N+]([O-])=O)C=CC=2OC2CCOCC2)C2C=CNC=2C1=O>>[NH2:14][C:12]1[CH:11]=[CH:10][C:9]([O:17][CH:18]2[CH2:22][CH2:21][O:20][CH2:19]2)=[C:8]([C:6]2[C:5]3[CH:23]=[CH:24][NH:25][C:4]=3[C:3](=[O:26])[N:2]([CH3:1])[CH:7]=2)[CH:13]=1. Procedure: Example 31b was prepared according to the procedure used for the preparation of Example 29b, substituting the product of Example 31a for the product of Example 29a, to provide the title compound. The reactants are C(=O)(OC(C)(C)C)N[C@@H](CC1=CC=CC=C1)[C@@H]1C[C@H](C(O1)=O)CC1=CC=C(C=C1)OCC1=CC=CC=C1 (5(S)-[1(S)-(Boc-amino)-2-phenylethyl]-3(R)-(p-benzyloxyphenylmethyl)-dihydrofuran-2-(3H)-one), [OH-].[Li+] (lithium hydroxide). Solvent: O (water), C(OC)COC (dimethoxyethane). Yields the product C(=O)(OC(C)(C)C)N[C@H]([C@H](C[C@H](C(=O)O)CC1=CC=C(C=C1)OCC1=CC=CC=C1)O)CC1=CC=CC=C1 (5(S)-(Boc-amino)-4(S)-hydroxy-6-phenyl-2(R)-(p-benzyloxy-phenylmethyl)-hexanoic acid). RXN SMILES: [C:1]([NH:8][C@H:9]([C@H:17]1[O:21][C:20](=[O:22])[C@H:19]([CH2:23][C:24]2[CH:29]=[CH:28][C:27]([O:30][CH2:31][C:32]3[CH:37]=[CH:36][CH:35]=[CH:34][CH:33]=3)=[CH:26][CH:25]=2)[CH2:18]1)[CH2:10][C:11]1[CH:16]=[CH:15][CH:14]=[CH:13][CH:12]=1)([O:3][C:4]([CH3:7])([CH3:6])[CH3:5])=[O:2].[OH-:38].[Li+]>C(COC)OC.O>[C:1]([NH:8][C@@H:9]([CH2:10][C:11]1[CH:16]=[CH:15][CH:14]=[CH:13][CH:12]=1)[C@@H:17]([OH:38])[CH2:18][C@@H:19]([CH2:23][C:24]1[CH:25]=[CH:26][C:27]([O:30][CH2:31][C:32]2[CH:37]=[CH:36][CH:35]=[CH:34][CH:33]=2)=[CH:28][CH:29]=1)[C:20]([OH:21])=[O:22])([O:3][C:4]([CH3:6])([CH3:5])[CH3:7])=[O:2] |f:1.2|. Procedure details: Analogously to Example 1i), 1.4 g (2.79 mmol) of 5(S)-[1(S)-(Boc-amino)-2-phenylethyl]-3(R)-(p-benzyloxyphenylmethyl)-dihydrofuran-2-(3H)-one in 45 ml of dimethoxyethane and 23 ml of water are hydrolysed with 11 ml of 1M lithium hydroxide solution. The reaction mixture, partially concentrated by evaporation, is poured onto a mixture of ice, 137 ml of sat. NH4Cl solution, 11 ml of 10% citric acid solution and 56 ml of methylene chloride, and methanol is added until the precipitated solid has diss... The yield is 52.6%. Starting materials: FC1=C(C=CC=C1C(F)(F)F)C1(CCN(CC1)C)O (4-[2-fluoro-3-(trifluoromethyl)phenyl]-1-methylpiperidin-4-ol), [OH-].[Na+] (sodium hydroxide). Procedure details: A solution of 4-[2-fluoro-3-(trifluoromethyl)phenyl]-1-methylpiperidin-4-ol (1.2 g, 4.33 mmol) in polyphosphoric acid (4 ml) was heated at 100° C. for 2 h. The mixture was poured on to ice and was basified with an aqueous sodium hydroxide solution (15%). The mixture was extracted with ethylacetate (3×50 ml) and the combined organic phases was dried (MgSO4), filtered and evaporated to dryness. The residue was purified by flash column chromatography (ethylacetate/methanol, 1:1) to give the title c... The solvent is polyphosphoric acid. Product: FC1=C(C=CC=C1C(F)(F)F)C=1CCN(CC1)C (4-[2-fluoro-3-(trifluoromethyl)phenyl]-1-methyl-1,2,3,6-tetrahydropyridine). Reaction SMILES: [F:1][C:2]1[C:7]([C:8]([F:11])([F:10])[F:9])=[CH:6][CH:5]=[CH:4][C:3]=1[C:12]1(O)[CH2:17][CH2:16][N:15]([CH3:18])[CH2:14][CH2:13]1.[OH-].[Na+]>>[F:1][C:2]1[C:7]([C:8]([F:9])([F:10])[F:11])=[CH:6][CH:5]=[CH:4][C:3]=1[C:12]1[CH2:17][CH2:16][N:15]([CH3:18])[CH2:14][CH:13]=1 |f:1.2|.